Dataset: the Open Reaction Database (ORD), a public repository of structured organic reaction records. Task: describe an organic reaction: reactants, conditions, products, and yield Starting materials: BrBr (bromine), N1=CC=CC=C1 (Pyridine), NC1=CC(=NC(=N1)S[C@@H](C)C1=CC=CC=C1)O (6-amino-2-{[(1S)-1-phenylethyl]thio}pyrimidin-4-ol), C(#N)[S-].[K+] (KSCN). Solvent: CN(C)C=O (DMF), O (water). Reaction conditions: temperature 0 celsius, time 30 hour. Yields the product NC=1SC2=C(N=C(N=C2O)S[C@@H](C)C2=CC=CC=C2)N1 (2-Amino-5-{[(1S)-1-phenylethyl]thio}[1,3]thiazolo[4,5-d]pyrimidin-7-ol). The yield is 65.7%. RXN SMILES: N1C=CC=CC=1.[NH2:7][C:8]1[N:13]=[C:12]([S:14][C@H:15]([C:17]2[CH:22]=[CH:21][CH:20]=[CH:19][CH:18]=2)[CH3:16])[N:11]=[C:10]([OH:23])[CH:9]=1.[C:24]([S-:26])#[N:25].[K+].BrBr>CN(C=O)C.O>[NH2:25][C:24]1[S:26][C:9]2[C:10]([OH:23])=[N:11][C:12]([S:14][C@H:15]([C:17]3[CH:18]=[CH:19][CH:20]=[CH:21][CH:22]=3)[CH3:16])=[N:13][C:8]=2[N:7]=1 |f:2.3|. Procedure details: Pyridine (0.6 g, 7.6 mmol) was added to 6-amino-2-{[(1S)-1-phenylethyl]thio}pyrimidin-4-ol (1 g, 4 mmol) and KSCN (1.7 g, 16 mmol) in DMF (20 mL). The reaction mixture was cooled to 0° C. and bromine (0.65 g, 4.0 mmol) was then added in one portion. The reaction mixture was poured into water after 2 h and the orange precipitate was filtered off and washed with water. The solid was suspended in a mixture of DMF (6 mL) and water (2 mL) and heated to 110° C. After 30 h, the reaction mixture was pou...